This data is from the Open Reaction Database (ORD), a public repository of structured organic reaction records. The task is: describe an organic reaction: reactants, conditions, products, and yield The reactants are N=C(c1ccccc1)c1ccccc1, ClCCl, COC(=O)C(N)Cc1ccccc1, Cl. Yields the product COC(=O)C(Cc1ccccc1)N=C(c1ccccc1)c1ccccc1. As a reaction SMILES: [C:15]([c:16]1[cH:17][cH:18][cH:19][cH:20][cH:21]1)([c:22]1[cH:23][cH:24][cH:25][cH:26][cH:27]1)=[NH:28].[CH2:29]([Cl:30])[Cl:31].[CH3:2][O:3][C:4]([CH:5]([NH2:6])[CH2:7][c:8]1[cH:9][cH:10][cH:11][cH:12][cH:13]1)=[O:14].[ClH:1]>>[CH3:2][O:3][C:4]([CH:5]([N:6]=[C:15]([c:16]1[cH:17][cH:18][cH:19][cH:20][cH:21]1)[c:22]1[cH:23][cH:24][cH:25][cH:26][cH:27]1)[CH2:7][c:8]1[cH:9][cH:10][cH:11][cH:12][cH:13]1)=[O:14]. Starting materials: [OH-].[Na+] (NaOH), C(C)OC(CCl)=O (chloroacetic acid ethyl ester), ethanolic solution, [C]=O (carbon monoxide), CO, CO. The solvent is C(C)O (ethanol). Yields the product C(C)OC(CC(=O)OCC)=O (malonic acid diethyl ester). Isolated yield 94.0%. Reaction SMILES: [CH2:1]([O:3][C:4](=[O:7])[CH2:5]Cl)[CH3:2].[C]=O.[OH-:10].[Na+]>C(O)C>[CH2:1]([O:3][C:4](=[O:7])[CH2:5][C:4]([O:3][CH2:1][CH3:2])=[O:10])[CH3:2] |f:2.3,^3:7|. Procedure: In a pressure vessel with a capacity of 7.5 liters, there are combined 20 g of Co2 (CO)8 in 2.5 liters of ethanol, and 612.5 g (5 moles) of chloroacetic acid ethyl ester, in a nitrogen atmosphere. Then the apparatus is scavenged three times with carbon monoxide, and a CO pressure of 7 bars is established. After the reaction temperature of 55° C. is reached, an 11.8% ethanolic solution of NaOH is pumped in by a proportioning pump at a CO pressure of 8 bars, in such a manner that a pH value of abo... Starting materials: COCCOC, CS(=O)c1nc(N)nc(-c2ccccc2F)c1C#N, NCc1ccccn1. Product: N#Cc1c(NCc2ccccn2)nc(N)nc1-c1ccccc1F. As a reaction SMILES: [CH3:28][O:29][CH2:30][CH2:31][O:32][CH3:33].[NH2:1][c:2]1[n:3][c:4]([S:17]([CH3:18])=[O:19])[c:5]([C:15]#[N:16])[c:6](-[c:8]2[c:9]([F:14])[cH:10][cH:11][cH:12][cH:13]2)[n:7]1.[c:20]1([CH2:26][NH2:27])[cH:21][cH:22][cH:23][cH:24][n:25]1>>[NH2:1][c:2]1[n:3][c:4]([NH:27][CH2:26][c:20]2[cH:21][cH:22][cH:23][cH:24][n:25]2)[c:5]([C:15]#[N:16])[c:6](-[c:8]2[c:9]([F:14])[cH:10][cH:11][cH:12][cH:13]2)[n:7]1. Starting materials: O=C([O-])[O-], COc1ccc2c(c1)CCC1CC(=O)N(c3ccccn3)N=C21, CSCCC(N)C(=O)O, CS(=O)(=O)O, [K+], [K+]. Yields the product O=C1CC2CCc3cc(O)ccc3C2=NN1c1ccccn1. As a reaction SMILES: [C:33](=[O:34])([O-:35])[O-:36].[CH3:10][O:11][c:12]1[cH:13][cH:14][c:15]2[c:16]([cH:32]1)[CH2:17][CH2:18][CH:19]1[CH2:20][C:21](=[O:31])[N:22]([c:25]3[n:26][cH:27][cH:28][cH:29][cH:30]3)[N:23]=[C:24]21.[CH3:1][S:2][CH2:3][CH2:4][CH:5]([C:6](=[O:7])[OH:8])[NH2:9].[CH3:39][S:40](=[O:41])(=[O:42])[OH:43].[K+:37].[K+:38]>>[OH:11][c:12]1[cH:13][cH:14][c:15]2[c:16]([cH:32]1)[CH2:17][CH2:18][CH:19]1[CH2:20][C:21](=[O:31])[N:22]([c:25]3[n:26][cH:27][cH:28][cH:29][cH:30]3)[N:23]=[C:24]21. Procedure details: A solution of 78.0 g. (0.495 mole) naphthoquinone and 56.0 g. (0.52 mole) butadienedimer in 200 ml. dioxane was heated at 90°-95°C. for one hour, and then at 80°-90°C. for 3 hours. The solution was then cooled and 2.0 g. 10% palladium-on-charcoal (Pd/C) catalyst added. The mixture was then hydrogenated at 42 psi until the theoretical amount of hydrogen was taken up. After removal of the catalyst by filtration and addition of 2 ml. DBN, a slow stream of air was blown through the solution for six ... Solvent: O1CCOCC1 (dioxane). Yields the product C(CCC)C1CCCC=2C(C3=CC=CC=C3C(C12)=O)=O (1-n-butyl-1,2,3,4-tetrahydroanthraquinone). Reaction SMILES: [CH:1]1[CH:2]=[CH:3][C:4]2[C:11](=[O:12])[CH:10]=[CH:9][C:7](=[O:8])[C:5]=2[CH:6]=1.[H][H]>[Pd].O1CCOCC1>[CH2:1]([CH:2]1[C:10]2[C:11](=[O:12])[C:4]3[C:5](=[CH:6][CH:1]=[CH:2][CH:3]=3)[C:7](=[O:8])[C:9]=2[CH2:11][CH2:4][CH2:3]1)[CH2:6][CH2:5][CH3:7]. Reagents/catalysts: [Pd] (palladium-on-charcoal). The yield is 59.0%. Conditions: time 3 hour. Reactants: C=1C=CC2=C(C1)C(=O)C=CC2=O (naphthoquinone), [H][H] (hydrogen).